From a dataset of the Open Reaction Database (ORD), a public repository of structured organic reaction records. describe an organic reaction: reactants, conditions, products, and yield Reactants: C(#N)C1=CC(=C(C=C(C(=O)OCC)C(C)=O)C=C1)OC (ethyl 2-(4-cyano-2-methoxybenzylidene)-3-oxobutanoate), CSC1=NC(=CC(=N1)N)N (2-(methylthio)pyrimidine-4,6-diamine). Solvent: C(C)(C)O (isopropanol). Yields the product NC=1C2=C(N=C(N1)SC)NC(=C(C2C2=C(C=C(C=C2)C#N)OC)C(=O)OCC)C (Ethyl 4-amino-5-(4-cyano-2-methoxyphenyl)-7-methyl-2-(methylthio)-5,8-dihydropyrido[2,3-d]-pyrimidine-6-carboxylate). As a reaction SMILES: [C:1]([C:3]1[CH:18]=[CH:17][C:6]([CH:7]=[C:8]([C:14](=O)[CH3:15])[C:9]([O:11][CH2:12][CH3:13])=[O:10])=[C:5]([O:19][CH3:20])[CH:4]=1)#[N:2].[CH3:21][S:22][C:23]1[N:28]=[C:27]([NH2:29])[CH:26]=[C:25]([NH2:30])[N:24]=1>C(O)(C)C>[NH2:29][C:27]1[C:26]2[CH:7]([C:6]3[CH:17]=[CH:18][C:3]([C:1]#[N:2])=[CH:4][C:5]=3[O:19][CH3:20])[C:8]([C:9]([O:11][CH2:12][CH3:13])=[O:10])=[C:14]([CH3:15])[NH:30][C:25]=2[N:24]=[C:23]([S:22][CH3:21])[N:28]=1. Procedure: 740 mg (2.70 mmol) of ethyl 2-(4-cyano-2-methoxybenzylidene)-3-oxobutanoate and 422 mg (2.70 mmol) of 2-(methylthio)pyrimidine-4,6-diamine are dissolved in 5 ml of isopropanol and heated under reflux under argon for 12 h. The mixture is filtered and the remaining solid is washed with isopropanol. 395 mg (35% of theory) of the title compound are obtained as a white solid. Starting materials: C(C)(C)N(CC)C(C)C (diisopropylethylamine), N1=CC=CC2=CC=CN=C12 (naphthyridine), C1(CC1)C1=NC(=C(C(=N1)Cl)C)Cl (2-cyclopropyl-4,6-dichloro-5-methyl-pyrimidine), N1CCC(CC1)C1=NC2=NC=CC=C2C=C1 (2-piperidin-4-yl-[1,8]naphthyridine), C([O-])(O)=O.[Na+] (sodium bicarbonate). The solvent is CC(=O)N(C)C (dimethylacetamide), O (water), C(C)(=O)OCC (ethyl acetate). Conditions: temperature 100 celsius. Product: C1(CC1)C1=NC(=C(C(=N1)C1=NC2=NC=CC=C2C=C1)C)Cl ((2-cyclopropyl-6-chloro-5-methyl-pyrimidin-4-yl]-[1,8]naphthyridine). Yield: 66.1%. As a reaction SMILES: C(N(C(C)C)CC)(C)C.[CH:10]1([C:13]2[N:18]=[C:17]([Cl:19])[C:16]([CH3:20])=[C:15](Cl)[N:14]=2)[CH2:12][CH2:11]1.N1CCC([C:28]2[CH:37]=[CH:36][C:35]3[C:30](=[N:31][CH:32]=[CH:33][CH:34]=3)[N:29]=2)CC1.N1C2C(=CC=CN=2)C=CC=1.C(=O)(O)[O-].[Na+]>O.C(OCC)(=O)C.CC(N(C)C)=O>[CH:10]1([C:13]2[N:14]=[C:15]([C:28]3[CH:37]=[CH:36][C:35]4[C:30](=[N:31][CH:32]=[CH:33][CH:34]=4)[N:29]=3)[C:16]([CH3:20])=[C:17]([Cl:19])[N:18]=2)[CH2:11][CH2:12]1 |f:4.5|. Procedure: 20 ml of dimethylacetamide and 3.36 ml (19.2 mmoles) of diisopropylethylamine are added into a single-necked flask containing 1.5 g (7.39 mmoles) of 2-cyclopropyl-4,6-dichloro-5-methyl-pyrimidine and 1.58 g (7.39 mmoles) of 2-piperidin-4-yl-[1,8]naphthyridine. This mixture is heated at 100° C. overnight. The next day 0.2 equivalent of naphthyridine is added and the reaction mixture is heated for another 6 hours, followed by returning to ambient temperature before concentration to dryness. The re... The reactants are ClC(=O)OC1=CC=C(C=C1)OC1=NC=C(C=C1)C(F)(F)F (4-(5-trifluoromethyl-pyridin-2-yloxy)-phenyl chloroformate), Cl.CN(CC1=CC=NC=C1)CC1CCNCC1 (methyl-piperidine-4-ylmethyl-pyridine-4-ylmethyl-amine, hydrochloride), C(C)(C)NC(C)C (diisopropylamine). Product: FC(C=1C=CC(=NC1)OC1=CC=C(C=C1)OC(=O)N1CCC(CC1)CN(CC=1C=NC=CC1)C)(F)F (4-[(Methyl-pyridin-3-ylmethyl-amino)-methyl]-piperidine-1-carboxylic acid 4-(5-trifluoromethyl-pyridin-2-yloxy)-phenyl ester). Reaction SMILES: Cl[C:2]([O:4][C:5]1[CH:10]=[CH:9][C:8]([O:11][C:12]2[CH:17]=[CH:16][C:15]([C:18]([F:21])([F:20])[F:19])=[CH:14][N:13]=2)=[CH:7][CH:6]=1)=[O:3].Cl.[CH3:23][N:24]([CH2:32][CH:33]1[CH2:38][CH2:37][NH:36][CH2:35][CH2:34]1)[CH2:25][C:26]1[CH:31]=[CH:30]N=C[CH:27]=1.[CH:39]([NH:42]C(C)C)(C)C>>[F:19][C:18]([F:21])([F:20])[C:15]1[CH:16]=[CH:17][C:12]([O:11][C:8]2[CH:9]=[CH:10][C:5]([O:4][C:2]([N:36]3[CH2:35][CH2:34][CH:33]([CH2:32][N:24]([CH3:23])[CH2:25][C:26]4[CH:27]=[N:42][CH:39]=[CH:30][CH:31]=4)[CH2:38][CH2:37]3)=[O:3])=[CH:6][CH:7]=2)=[N:13][CH:14]=1 |f:1.2|. Procedure: The title compound was prepared from 4-(5-trifluoromethyl-pyridin-2-yloxy)-phenyl chloroformate and methyl-piperidine-4-ylmethyl-pyridine-4-ylmethyl-amine, hydrochloride, 5 equivalent of diisopropylamine was added, preparative HPLC (Method C) (36%, colourless crystals). HPLC-MS m/z=501.1 (M+1), Rt: 2.74 min. The reactants are N1=CC=CC=C1 (pyridine), NC1=CC=C(C(=O)OCC)C=C1 (ethyl 4-aminobenzoate), CS(=O)(=O)Cl (methanesulfonyl chloride). Run in ClCCl (dichloromethane), ClCCl (dichloromethane). Run at temperature 0 celsius. Product: CS(=O)(=O)NC1=CC=C(C(=O)O)C=C1 (4-[(Methylsulfonyl)amino]benzoic acid). As a reaction SMILES: N1C=CC=CC=1.[NH2:7][C:8]1[CH:18]=[CH:17][C:11]([C:12]([O:14]CC)=[O:13])=[CH:10][CH:9]=1.[CH3:19][S:20](Cl)(=[O:22])=[O:21]>ClCCl>[CH3:19][S:20]([NH:7][C:8]1[CH:18]=[CH:17][C:11]([C:12]([OH:14])=[O:13])=[CH:10][CH:9]=1)(=[O:22])=[O:21]. Procedure details: To 215.2 g (2.72 mole) of pyridine in 1250 ml of dichloromethane is added 238 g (1.44 mole) of ethyl 4-aminobenzoate. After cooling to 0° C., a solution of 177.6 g (1.55 mole) of methanesulfonyl chloride in 250 ml of dichloromethane is added with stirring. Upon completion of the addition, the ice bath is removed and the reaction is stirred for one hour at room temperature. Reactants: C1(CCCCC1)N=C=NC1CCCCC1 (dicyclohexylcarbodiimide), C(=O)=O.CC(=O)C (dry ice acetone), SCCC(=O)N1CC2=CC=CC=C2CC1C(=O)O (2-(3-Mercaptopropanoyl)-1,2,3,4-Tetrahydroisoquinoline-3-Carboxylic Acid). The reagents and catalysts are CN(C1=CC=NC=C1)C (4-Dimethylaminopyridine). The solvent is C(Cl)Cl (methylene chloride), C(Cl)Cl (methylene chloride). Reaction conditions: time 5 minute. The product is C1(SCCC(N2CC=3C=CC=CC3CC21)=O)=O (3,4,12,12a-Tetrahydro-5H[1,4]Thiazepino[4,3-b]-Isoquinoline-1,5(7H)-dione). RXN SMILES: [SH:1][CH2:2][CH2:3][C:4]([N:6]1[CH:15]([C:16]([OH:18])=O)[CH2:14][C:13]2[C:8](=[CH:9][CH:10]=[CH:11][CH:12]=2)[CH2:7]1)=[O:5].C(=O)=O.CC(C)=O.C1(N=C=NC2CCCCC2)CCCCC1>C(Cl)Cl.CN(C)C1C=CN=CC=1>[C:16]1(=[O:18])[CH:15]2[N:6]([CH2:7][C:8]3[CH:9]=[CH:10][CH:11]=[CH:12][C:13]=3[CH2:14]2)[C:4](=[O:5])[CH2:3][CH2:2][S:1]1 |f:1.2|. Reported procedure: The compound produced in Example 2 is dissolved in about 500 milliliters methylene chloride and the solution is chilled under nitrogen to 15° C. in a dry ice-acetone mixture. 4-Dimethylaminopyridine is added and the mixture is stirred for five minutes. A slight excess of dicyclohexylcarbodiimide dissolved in methylene chloride is added with stirring. The chilling source is removed after 15 minutes and the solution is stirred overnight at room temperature. The volume of the reaction mixture is re... Reported procedure: In a 50 ml reaction vessel, to a solution of 1H-indole-4-carbonitrile (5.00 g) in CH3OH (100 ml) was added hydroxylamine (50% aqueous solution) at room temperature, followed by refluxing for 15 hours (completion of the reaction was confirmed by TLC). The reaction solution was concentrated under reduced pressure, and azeotroped with toluene three times. The obtained solid was washed with IPE. N′-Hydroxy-1H-indole-4-carboximidamide (6.12 g) was obtained as a white solid. RXN SMILES: [NH:1]1[C:9]2[CH:8]=[CH:7][CH:6]=[C:5]([C:10]#[N:11])[C:4]=2[CH:3]=[CH:2]1.[NH2:12][OH:13]>CO>[OH:13][N:12]=[C:10]([C:5]1[C:4]2[CH:3]=[CH:2][NH:1][C:9]=2[CH:8]=[CH:7][CH:6]=1)[NH2:11]. The product is ON=C(N)C=1C=2C=CNC2C=CC1 (N′-Hydroxy-1H-indole-4-carboximidamide). The solvent is CO (CH3OH). Reactants: N1C=CC=2C(=CC=CC12)C#N (1H-indole-4-carbonitrile), NO (hydroxylamine). Starting materials: C[SiH](C)N[SiH](C)C, CC#N, CC(C)O, COc1cc(C(Nc2ccc(C(N)=S)cc2)c2nn(-c3ncsc3C(N)=O)c(=O)[nH]2)c(F)c2c1OCOC2. Reaction SMILES: [CH3:43][SiH:44]([NH:45][SiH:47]([CH3:48])[CH3:49])[CH3:46].[CH3:50][C:51]#[N:52].[CH:39]([OH:40])([CH3:41])[CH3:42].[F:1][c:2]1[c:3]([CH:14]([c:15]2[n:16][n:17](-[c:21]3[n:22][cH:23][s:24][c:25]3[C:26](=[O:27])[NH2:28])[c:18](=[O:20])[nH:19]2)[NH:29][c:30]2[cH:31][cH:32][c:33]([C:36]([NH2:37])=[S:38])[cH:34][cH:35]2)[cH:4][c:5]([O:12][CH3:13])[c:6]2[c:7]1[CH2:8][O:9][CH2:10][O:11]2>>[F:1][c:2]1[c:3]([CH:14]([c:15]2[n:16][n:17](-[c:21]3[n:22][cH:23][s:24][c:25]3[C:26](=[O:27])[NH2:28])[c:18](=[O:20])[nH:19]2)[NH:29][c:30]2[cH:31][cH:32][c:33]([C:36](=[NH:37])[NH2:45])[cH:34][cH:35]2)[cH:4][c:5]([O:12][CH3:13])[c:6]2[c:7]1[CH2:8][O:9][CH2:10][O:11]2. The product is COc1cc(C(Nc2ccc(C(=N)N)cc2)c2nn(-c3ncsc3C(N)=O)c(=O)[nH]2)c(F)c2c1OCOC2. The reactants are O=C(O)C(=O)N1CCC(Cc2ccccc2)CC1, Nc1cccc(O)c1, O. The product is O=C(Nc1cccc(O)c1)C(=O)N1CCC(Cc2ccccc2)CC1. Reaction SMILES: [CH2:1]([c:2]1[cH:3][cH:4][cH:5][cH:6][cH:7]1)[CH:8]1[CH2:9][CH2:10][N:11]([C:14]([C:15](=[O:16])[OH:17])=[O:18])[CH2:12][CH2:13]1.[NH2:19][c:20]1[cH:21][cH:22][cH:23][c:24]([OH:25])[cH:26]1.[OH2:27]>>[CH2:1]([c:2]1[cH:3][cH:4][cH:5][cH:6][cH:7]1)[CH:8]1[CH2:9][CH2:10][N:11]([C:14]([C:15](=[O:17])[NH:19][c:20]2[cH:21][cH:22][cH:23][c:24]([OH:25])[cH:26]2)=[O:18])[CH2:12][CH2:13]1. Starting materials: C(C)OC(C[C@H](N1C(C(CC1)CCCC(C)=O)=O)C=1C=NC2=CC=CC=C2C1)=O (3(S)-(Quinolin-3-yl)-3-[2-oxo-3-(4-oxo-pentyl)-pyrrolidin-1-yl]-propionic acid ethyl ester), NC1=NC=CC=C1C=O (2-amino-3-formylpyridine), N1[C@H](C(=O)O)CCC1 (proline). RXN SMILES: [CH2:1]([O:3][C:4](=[O:29])[CH2:5][C@@H:6]([C:19]1[CH:20]=[N:21][C:22]2[C:27]([CH:28]=1)=[CH:26][CH:25]=[CH:24][CH:23]=2)[N:7]1[CH2:11][CH2:10][CH:9]([CH2:12][CH2:13][CH2:14]C(=O)C)[C:8]1=[O:18])[CH3:2].[NH2:30][C:31]1[C:36]([CH:37]=O)=[CH:35][CH:34]=[CH:33][N:32]=1.N1CCC[C@H:40]1[C:41](O)=O>C(O)C>[CH2:1]([O:3][C:4](=[O:29])[CH2:5][C@@H:6]([C:19]1[CH:20]=[N:21][C:22]2[C:27]([CH:28]=1)=[CH:26][CH:25]=[CH:24][CH:23]=2)[N:7]1[CH2:11][CH2:10][CH:9]([CH2:12][CH2:13][CH2:14][C:33]2[CH:34]=[CH:35][C:36]3[C:31](=[N:30][CH:40]=[CH:41][CH:37]=3)[N:32]=2)[C:8]1=[O:18])[CH3:2]. The solvent is C(C)O (ethanol). Product: C(C)OC(C[C@H](N1C(C(CC1)CCCC1=NC2=NC=CC=C2C=C1)=O)C=1C=NC2=CC=CC=C2C1)=O (3(S)-(Quinolin-3-yl)-3-[3-(3-[1,8]naphthyridin-2-yl-propyl)-2-oxo-pyrrolidin-1-yl]-propionic acid ethyl ester). Procedure: A mixture of 6-2 (396 mg, 1.0 mmol), 2-amino-3-formylpyridine (138 mg, 1.2 mmol; for prep. see JOC 1983,48, 3401) and proline (218 mg, 2.0 mmol) in absolute ethanol (15 mL) was heated at reflux for 12 h. Following evaporative removal of the solvent, the residue was chromatographed (silica gel, 50% ethyl acetate/chloroform to 70:25:5 chloroform/ethyl acetate/MeOH) to give 6-3 as a yellow oil. Conditions: time 8 hour. The reactants are II, eluent, C(C)(=O)OCC.CCCCC (ethyl acetate pentane), CN(C(C(C1=CC=CC=C1)NC(C1=C(C(=CC=C1)C)C)=O)(CO[Si](C)(C)C(C)(C)C)C)C ((±)-N-(2-(dimethylamino)-3-{[(1,1-dimethylethyl)(dimethyl)silyl]oxy}-2-methyl-1-phenylpropyl)-2,3-dimethylbenzamide), [F-].C(CCC)[N+](CCCC)(CCCC)CCCC (tetrabutylammonium fluoride). Isolated yield 63.0%. Procedure: A solution of (±)-N-(2-(dimethylamino)-3-{[(1,1-dimethylethyl)(dimethyl)silyl]oxy}-2-methyl-1-phenylpropyl)-2,3-dimethylbenzamide D49 (56 mg; 0.12 mmol) in THF (5 ml) was treated with a solution of tetrabutylammonium fluoride (1.0M solution in THF; 0.2 ml, 0.2 mmol) and the mixture stirred at room temperature overnight. The mixture was poured directly onto a chromatography column (Flashmaster II; eluent 0-100% ethyl acetate/pentane) to afford the title compound (38 mg; 63%). 1H NMR (CDCl3) δ: 0.... Solvent: C1CCOC1 (THF). As a reaction SMILES: [CH3:1][N:2]([CH3:32])[C:3]([CH3:31])([CH2:22][O:23][Si](C(C)(C)C)(C)C)[CH:4]([NH:11][C:12](=[O:21])[C:13]1[CH:18]=[CH:17][CH:16]=[C:15]([CH3:19])[C:14]=1[CH3:20])[C:5]1[CH:10]=[CH:9][CH:8]=[CH:7][CH:6]=1.[F-].C([N+](CCCC)(CCCC)CCCC)CCC.C(OCC)(=O)C.CCCCC>C1COCC1>[CH3:32][N:2]([CH3:1])[C:3]([CH3:31])([CH2:22][OH:23])[CH:4]([NH:11][C:12](=[O:21])[C:13]1[CH:18]=[CH:17][CH:16]=[C:15]([CH3:19])[C:14]=1[CH3:20])[C:5]1[CH:6]=[CH:7][CH:8]=[CH:9][CH:10]=1 |f:1.2,3.4|. Product: CN(C(C(C1=CC=CC=C1)NC(C1=C(C(=CC=C1)C)C)=O)(CO)C)C ((±)N-[2-(Dimethylamino)-3-hydroxy-2-methyl-1-phenylpropyl]-2,3-dimethylbenzamide).